The task is: describe an organic reaction: reactants, conditions, products, and yield. This data is from the Open Reaction Database (ORD), a public repository of structured organic reaction records. Starting materials: Cn1nccc1-c1ccc(Sc2cccc(C3(C(N)=O)CCOCC3)c2)cc1, OC(C(F)(F)F)C(F)(F)F. Product: Cn1nccc1-c1ccc(S(=O)c2cccc(C3(C(N)=O)CCOCC3)c2)cc1. Reaction SMILES: [CH3:1][n:2]1[n:3][cH:4][cH:5][c:6]1-[c:7]1[cH:8][cH:9][c:10]([S:13][c:14]2[cH:15][c:16]([C:20]3([C:26](=[O:27])[NH2:28])[CH2:21][CH2:22][O:23][CH2:24][CH2:25]3)[cH:17][cH:18][cH:19]2)[cH:11][cH:12]1.[F:29][C:30]([F:31])([F:32])[CH:33]([C:34]([F:35])([F:37])[F:38])[OH:36]>>[CH3:1][n:2]1[n:3][cH:4][cH:5][c:6]1-[c:7]1[cH:8][cH:9][c:10]([S:13]([c:14]2[cH:15][c:16]([C:20]3([C:26](=[O:27])[NH2:28])[CH2:21][CH2:22][O:23][CH2:24][CH2:25]3)[cH:17][cH:18][cH:19]2)=[O:36])[cH:11][cH:12]1. Reactants: Br, CC(=O)O, O=C(O)CCC(F)(F)CCl, Cl, C1COCCO1. Product: O=C(O)CCC(F)(F)CBr. RXN SMILES: [BrH:12].[CH3:19][C:20](=[O:21])[OH:22].[Cl:1][CH2:2][C:3]([CH2:4][CH2:5][C:6](=[O:7])[OH:8])([F:9])[F:10].[ClH:11].[O:13]1[CH2:14][CH2:15][O:16][CH2:17][CH2:18]1>>[CH2:2]([C:3]([CH2:4][CH2:5][C:6](=[O:7])[OH:8])([F:9])[F:10])[Br:12]. The reactants are N1CCC(CC1)NC(=O)C1=CNC2=C1N=CN=C2C2=C(C=CC(=C2)C)OCC2CC2 (4-(2-cyclopropylmethoxy-5-methyl-phenyl)-5H-pyrrolo[3,2-d]pyrimidine-7-carboxylic acid piperidin-4-ylamide), ClC(=O)[C@H](C)OC(C)=O (acetic acid (S)-1-chlorocarbonyl-ethyl ester). Yields the product O[C@H](C(=O)N1CCC(CC1)NC(=O)C1=CNC2=C1N=CN=C2C2=C(C=CC(=C2)C)OCC2CC2)C (4-(2-Cyclopropylmethoxy-5-methyl-phenyl)-5H-pyrrolo[3,2-d]pyrimidine-7-carboxylic acid [1-((S)-2-hydroxy-propionyl)piperidin-4-yl]-amide). As a reaction SMILES: [NH:1]1[CH2:6][CH2:5][CH:4]([NH:7][C:8]([C:10]2[C:14]3[N:15]=[CH:16][N:17]=[C:18]([C:19]4[CH:24]=[C:23]([CH3:25])[CH:22]=[CH:21][C:20]=4[O:26][CH2:27][CH:28]4[CH2:30][CH2:29]4)[C:13]=3[NH:12][CH:11]=2)=[O:9])[CH2:3][CH2:2]1.Cl[C:32]([C@@H:34]([O:36]C(=O)C)[CH3:35])=[O:33]>>[OH:36][C@@H:34]([CH3:35])[C:32]([N:1]1[CH2:2][CH2:3][CH:4]([NH:7][C:8]([C:10]2[C:14]3[N:15]=[CH:16][N:17]=[C:18]([C:19]4[CH:24]=[C:23]([CH3:25])[CH:22]=[CH:21][C:20]=4[O:26][CH2:27][CH:28]4[CH2:29][CH2:30]4)[C:13]=3[NH:12][CH:11]=2)=[O:9])[CH2:5][CH2:6]1)=[O:33]. Procedure: Starting from 4-(2-cyclopropylmethoxy-5-methyl-phenyl)-5H-pyrrolo[3,2-d]pyrimidine-7-carboxylic acid piperidin-4-ylamide (example A171) and acetic acid (S)-1-chlorocarbonyl-ethyl ester the title compound is obtained as colorless solid. The reactants are OC1=NC=NC(=C1[N+](=O)[O-])O (4, 6-dihydroxy-5-nitropyrimidine), CC(C)O (2-propanol), C1(=CC=CC=C1)P(C1=CC=CC=C1)C1=CC=CC=C1 (triphenylphosphine), N(=NC(=O)OCC)C(=O)OCC (diethyl azodicarboxylate), C1(=CC=CC=C1)P(C1=CC=CC=C1)C1=CC=CC=C1 (triphenylphosphine), N(=NC(=O)OCC)C(=O)OCC (diethyl azodicarboxylate), resultant mixture, C1(=CC=CC=C1)P(C1=CC=CC=C1)C1=CC=CC=C1 (triphenylphosphine), N(=NC(=O)OCC)C(=O)OCC (diethyl azodicarboxylate). Solvent: O1CCCC1 (tetrahydrofuran). Yields the product CC(C)OC1=NC=NC(=C1[N+](=O)[O-])OC(C)C (4, 6-di (1-methylethoxy)-5-nitropyrimidine). Isolated yield 32.5%. Reaction SMILES: [OH:1][C:2]1[C:7]([N+:8]([O-:10])=[O:9])=[C:6]([OH:11])[N:5]=[CH:4][N:3]=1.[CH3:12][CH:13](O)[CH3:14].[C:16]1(P(C2C=CC=CC=2)C2C=CC=CC=2)[CH:21]=CC=C[CH:17]=1.N(C(OCC)=O)=NC(OCC)=O>O1CCCC1>[CH3:12][CH:13]([O:11][C:6]1[C:7]([N+:8]([O-:10])=[O:9])=[C:2]([O:1][CH:16]([CH3:21])[CH3:17])[N:3]=[CH:4][N:5]=1)[CH3:14]. Procedure: To a mixture of 6.28 g of 4, 6-dihydroxy-5-nitropyrimidine, 6.00 g of 2-propanol, 10.5 g of triphenylphosphine and 80 ml of tetrahydrofuran was added 6.97 g of diethyl azodicarboxylate at room temperature with stirring, and the resultant mixture was stirred for 2 hours, mixed with 10.5 g of triphenylphosphine and 6.97 g of diethyl azodicarboxylate, stirred for 11 hours, again mixed with 10.5 g of triphenylphosphine and 6.97 g of diethyl azodicarboxylate and stirred for further 11 hours. The prec... The reactants are Cc1c(-c2ccccc2)n(-c2ccccc2Cl)c(-c2ccccc2)cc1=O, O, S=P12SP3(=S)SP(=S)(S1)SP(=S)(S2)S3, c1ccncc1. Yields the product Cc1c(-c2ccccc2)n(-c2ccccc2Cl)c(-c2ccccc2)cc1=S. As a reaction SMILES: [Cl:7][c:8]1[c:9](-[n:14]2[c:15](-[c:28]3[cH:29][cH:30][cH:31][cH:32][cH:33]3)[c:16]([CH3:27])[c:17](=[O:26])[cH:18][c:19]2-[c:20]2[cH:21][cH:22][cH:23][cH:24][cH:25]2)[cH:10][cH:11][cH:12][cH:13]1.[OH2:48].[P:34]12(=[S:35])[S:36][P:37]3(=[S:47])[S:38][P:39](=[S:45])([S:40][P:41](=[S:44])([S:42]3)[S:43]1)[S:46]2.[cH:1]1[cH:2][cH:3][n:4][cH:5][cH:6]1>>[Cl:7][c:8]1[c:9](-[n:14]2[c:15](-[c:28]3[cH:29][cH:30][cH:31][cH:32][cH:33]3)[c:16]([CH3:27])[c:17](=[S:35])[cH:18][c:19]2-[c:20]2[cH:21][cH:22][cH:23][cH:24][cH:25]2)[cH:10][cH:11][cH:12][cH:13]1. Reactants: N#CC1CCCN1, BrCCCOc1ccccc1. Yields the product N#CC1CCCN1CCCOc1ccccc1. RXN SMILES: [C:1](#[N:2])[CH:3]1[NH:4][CH2:5][CH2:6][CH2:7]1.[O:8]([c:9]1[cH:10][cH:11][cH:12][cH:13][cH:14]1)[CH2:15][CH2:16][CH2:17][Br:18]>>[C:1](#[N:2])[CH:3]1[N:4]([CH2:17][CH2:16][CH2:15][O:8][c:9]2[cH:10][cH:11][cH:12][cH:13][cH:14]2)[CH2:5][CH2:6][CH2:7]1. Starting materials: O[C@@H]1C(OC2=C([C@H]1N1S(CCC1)(=O)=O)C=C(C=C2)S(=O)(=O)C)(C)C (trans-3,4-dihydro-3-hydroxy-4-(1,1-dioxoisothiazolidin-2-yl)-6-mesyl-2,2-dimethyl-2H-1-benzopyran), C(C)(=O)OC(C)=O (acetic anhydride), O (water). Solvent: N1=CC=CC=C1 (pyridine). Reaction conditions: time 8 hour. Product: O=S1(N(CCC1)C1=CC(OC2=C1C=C(C=C2)S(=O)(=O)C)(C)C)=O (4-(1,1-dioxoisothiazolidin-2-yl)-6-mesyl-2,2-dimethyl-2H-1-benzopyran). Isolated yield 46.0%. Reaction SMILES: O[C@H:2]1[C@H:7]([N:8]2[CH2:12][CH2:11][CH2:10][S:9]2(=[O:14])=[O:13])[C:6]2[CH:15]=[C:16]([S:19]([CH3:22])(=[O:21])=[O:20])[CH:17]=[CH:18][C:5]=2[O:4][C:3]1([CH3:24])[CH3:23].C(OC(=O)C)(=O)C.O>N1C=CC=CC=1>[O:14]=[S:9]1(=[O:13])[CH2:10][CH2:11][CH2:12][N:8]1[C:7]1[C:6]2[CH:15]=[C:16]([S:19]([CH3:22])(=[O:20])=[O:21])[CH:17]=[CH:18][C:5]=2[O:4][C:3]([CH3:23])([CH3:24])[CH:2]=1. Reported procedure: A solution of trans-3,4-dihydro-3-hydroxy-4-(1,1-dioxoisothiazolidin-2-yl)-6-mesyl-2,2-dimethyl-2H-1-benzopyran (0.32 g) in pyridine (10 ml) was treated with acetic anhydride (5 ml), and the mixture was stood at room temperature overnight. The reaction mixture was poured into water and extracted with ethyl acetate. The extract was washed successively with 1N hydrochloric acid, a saturated aqueous solution of sodium bicarbonate and brine, and then dried over anhydrous magnesium sulfate. Removal o... Yield: 72.9%. Starting materials: [OH-].[Na+] (sodium hydroxide), FC1=CC=C(C=C1)C1=C(N(N=N1)C)COC1=NOC(=C1)C(=O)OC (methyl 3-[5-(4-Fluoro-phenyl)-3-methyl-3H-[1,2,3]triazol-4-ylmethoxy]-isoxazole-5-carboxylate). Procedure details: A solution of sodium hydroxide (2 N, 10 mL) was added dropwise to a suspension of methyl 3-[5-(4-Fluoro-phenyl)-3-methyl-3H-[1,2,3]triazol-4-ylmethoxy]-isoxazole-5-carboxylate (460 mg, 1.38 mmol) in dioxane (20 mL) and the reaction mixture was then heated at 90° C. for 1.5 h. The reaction mixture was then evaporated and acidified with HCl (2N), and the resulting precipitate filtered off to afford the title product (320 mg, 73%) as a white solid and used directly in the next step. Run at temperature 90 celsius. The product is FC1=CC=C(C=C1)C1=C(N(N=N1)C)COC1=NOC(=C1)C(=O)O (3-[5-(4-Fluoro-phenyl)-3-methyl-3H-[1,2,3]triazol-4-ylmethoxy]-isoxazole-5-carboxylic acid). Reaction SMILES: [OH-].[Na+].[F:3][C:4]1[CH:9]=[CH:8][C:7]([C:10]2[N:14]=[N:13][N:12]([CH3:15])[C:11]=2[CH2:16][O:17][C:18]2[CH:22]=[C:21]([C:23]([O:25]C)=[O:24])[O:20][N:19]=2)=[CH:6][CH:5]=1>O1CCOCC1>[F:3][C:4]1[CH:5]=[CH:6][C:7]([C:10]2[N:14]=[N:13][N:12]([CH3:15])[C:11]=2[CH2:16][O:17][C:18]2[CH:22]=[C:21]([C:23]([OH:25])=[O:24])[O:20][N:19]=2)=[CH:8][CH:9]=1 |f:0.1|. Run in O1CCOCC1 (dioxane). Starting materials: CS(C)=O, COC(=O)c1cccc(Sc2nc(Nc3cc(C4CC4)n[nH]3)c3ccccc3n2)c1. Product: O=C(O)c1cccc(Sc2nc(Nc3cc(C4CC4)n[nH]3)c3ccccc3n2)c1. As a reaction SMILES: [CH3:31][S:32]([CH3:33])=[O:34].[CH:1]1([c:4]2[cH:5][c:6]([NH:9][c:10]3[n:11][c:12]([S:20][c:21]4[cH:22][c:23]([C:27](=[O:28])[O:29][CH3:30])[cH:24][cH:25][cH:26]4)[n:13][c:14]4[cH:15][cH:16][cH:17][cH:18][c:19]34)[nH:7][n:8]2)[CH2:2][CH2:3]1>>[CH:1]1([c:4]2[cH:5][c:6]([NH:9][c:10]3[n:11][c:12]([S:20][c:21]4[cH:22][c:23]([C:27](=[O:28])[OH:29])[cH:24][cH:25][cH:26]4)[n:13][c:14]4[cH:15][cH:16][cH:17][cH:18][c:19]34)[nH:7][n:8]2)[CH2:2][CH2:3]1. The reactants are BrC1=CC=C(C=C1)NCC(=O)NC1=CC=C(C=C1)CN(C)C (2-(4-bromo-phenylamino)-N-(4-dimethylaminomethyl-phenyl)-acetamide), ClC1=CC=C(C=C1)OB(O)O (4-chloro-phenyl-boric acid). As a reaction SMILES: Br[C:2]1[CH:7]=[CH:6][C:5]([NH:8][CH2:9][C:10]([NH:12][C:13]2[CH:18]=[CH:17][C:16]([CH2:19][N:20]([CH3:22])[CH3:21])=[CH:15][CH:14]=2)=[O:11])=[CH:4][CH:3]=1.[Cl:23][C:24]1[CH:29]=[CH:28][C:27](OB(O)O)=[CH:26][CH:25]=1>>[Cl:23][C:24]1[CH:29]=[CH:28][C:27]([C:2]2[CH:7]=[CH:6][C:5]([NH:8][CH2:9][C:10]([NH:12][C:13]3[CH:18]=[CH:17][C:16]([CH2:19][N:20]([CH3:22])[CH3:21])=[CH:15][CH:14]=3)=[O:11])=[CH:4][CH:3]=2)=[CH:26][CH:25]=1. Product: ClC1=CC=C(C=C1)C1=CC=C(C=C1)NCC(=O)NC1=CC=C(C=C1)CN(C)C (2-(4′-chloro-biphenyl-4-ylamino)-N-(4-dimethylaminomethyl-phenyl)-acetamide). Procedure: Prepared analogously to Example 130a starting from 2-(4-bromo-phenylamino)-N-(4-dimethylaminomethyl-phenyl)-acetamide (Example 163a) and 4-chloro-phenyl-boric acid.